This data is from the Open Reaction Database (ORD), a public repository of structured organic reaction records. The task is: describe an organic reaction: reactants, conditions, products, and yield Reactants: CCCI, CN(C)C=O, [Cl-], Cc1cc(Cl)c2cccc(O)c2n1, [H-], [Na+], [Na+]. Yields the product CCCOc1cccc2c(Cl)cc(C)nc12. RXN SMILES: [CH2:16]([CH2:17][CH3:18])[I:19].[CH3:22][N:23]([CH3:24])[CH:25]=[O:26].[Cl-:20].[Cl:1][c:2]1[cH:3][c:4]([CH3:13])[n:5][c:6]2[c:7]([OH:12])[cH:8][cH:9][cH:10][c:11]12.[H-:14].[Na+:15].[Na+:21]>>[Cl:1][c:2]1[cH:3][c:4]([CH3:13])[n:5][c:6]2[c:7]([O:12][CH2:16][CH2:17][CH3:18])[cH:8][cH:9][cH:10][c:11]12. Yield: 9.9%. Reagents/catalysts: [Pd] (Pd/C). Reported procedure: Add a solution of 3-tert-butoxycarbonyl-7-chloro-6-(thiazol-2-ylethynyl)-2,3,4,5-tetrahydro-1H-benzo[d]azepine (160 mg, 0.41 mmol) in ethanol (10 mL) to a suspension of 10% Pd/C (Degussa type E101, 160 mg), then acetic acid (0.5 mL). Hydrogenate for 7 h (68-70 psi) then filter the catalyst through Celite® and concentrate in vacuo. Purify by chromatography on silica gel eluting with isohexane/EtOAc (1:0 to 4:1 gradient over 40 min) to obtain the desired intermediate (16 mg, 10%). MS (ES+) m/z: 39... Yields the product C(C)(C)(C)OC(=O)N1CCC2=C(CC1)C(=C(C=C2)Cl)CCC=2SC=CN2 (3-tert-Butoxycarbonyl-7-chloro-6-(2-thiazol-2-yl-ethyl)-2,3,4,5-tetrahydro-1H-benzo[d]azepine). RXN SMILES: [C:1]([O:5][C:6]([N:8]1[CH2:14][CH2:13][C:12]2[C:15]([C:20]#[C:21][C:22]3[S:23][CH:24]=[CH:25][N:26]=3)=[C:16]([Cl:19])[CH:17]=[CH:18][C:11]=2[CH2:10][CH2:9]1)=[O:7])([CH3:4])([CH3:3])[CH3:2].C(O)(=O)C>C(O)C.[Pd]>[C:1]([O:5][C:6]([N:8]1[CH2:14][CH2:13][C:12]2[C:15]([CH2:20][CH2:21][C:22]3[S:23][CH:24]=[CH:25][N:26]=3)=[C:16]([Cl:19])[CH:17]=[CH:18][C:11]=2[CH2:10][CH2:9]1)=[O:7])([CH3:4])([CH3:2])[CH3:3]. The solvent is C(C)O (ethanol). Reactants: C(C)(C)(C)OC(=O)N1CCC2=C(CC1)C(=C(C=C2)Cl)C#CC=2SC=CN2 (3-tert-butoxycarbonyl-7-chloro-6-(thiazol-2-ylethynyl)-2,3,4,5-tetrahydro-1H-benzo[d]azepine), C(C)(=O)O (acetic acid). Starting materials: N1(CCCC1)CCCN1C(C=2C(C1=O)=CC=CC2)=O (N-[3-(1-Pyrrolidinyl) propyl] phthalimide), O.NN (hydrazine monohydrate). The solvent is CO (methanol). Yields the product N1(CCCC1)CCCN (3-(1-Pyrrolidinyl) propylamine). Isolated yield 59.7%. Reaction SMILES: [N:1]1([CH2:6][CH2:7][CH2:8][N:9]2C(=O)C3=CC=CC=C3C2=O)[CH2:5][CH2:4][CH2:3][CH2:2]1.O.NN>CO>[N:1]1([CH2:6][CH2:7][CH2:8][NH2:9])[CH2:5][CH2:4][CH2:3][CH2:2]1 |f:1.2|. Procedure: N-[3-(1-Pyrrolidinyl) propyl] phthalimide (729 mg) and hydrazine monohydrate (284 mg) were dissolved in methanol (9 ml) and the resulting solution was refluxed with heating for 2 hours. After cooling, the reaction solution was concentrated under reduced pressure followed by addition of a 4N sodium hydroxide aqueous solution to the resulting residue and extraction thereof with chloroform. The resulting organic phase was dried over anhydrous sodium sulfate and concentrated under reduced pressure t... Starting materials: C(O)([O-])=O.[Na+] (sodium hydrogen carbonate), COC=1C=C2C(=CC=NC2=CC1OC)OC1=CC=C(C=C1)N (6,7-Dimethoxy-4-(4-aminophenoxy)quinoline), FC(C1=C(N)C=C(C=C1)C(F)(F)F)(F)F (2,5-Bis(trifluoromethyl)aniline), ClC(Cl)(OC(OC(Cl)(Cl)Cl)=O)Cl (triphosgene). Run in C1(=CC=CC=C1)C (toluene), C(C)N(CC)CC (triethylamine). The product is FC(C1=C(C=C(C=C1)C(F)(F)F)NC(=O)NC1=CC=C(C=C1)OC1=CC=NC2=CC(=C(C=C12)OC)OC)(F)F (N-(2,5-Bis(trifluoromethyl)phenyl]-N'-{4-[(6,7-dimethoxy-4-quinolyl)oxy]phenyl}urea). The yield is 32.2%. As a reaction SMILES: [CH3:1][O:2][C:3]1[CH:4]=[C:5]2[C:10](=[CH:11][C:12]=1[O:13][CH3:14])[N:9]=[CH:8][CH:7]=[C:6]2[O:15][C:16]1[CH:21]=[CH:20][C:19]([NH2:22])=[CH:18][CH:17]=1.ClC(Cl)(O[C:27](=[O:33])OC(Cl)(Cl)Cl)Cl.[F:35][C:36]([F:49])([F:48])[C:37]1[CH:43]=[CH:42][C:41]([C:44]([F:47])([F:46])[F:45])=[CH:40][C:38]=1[NH2:39].C(=O)([O-])O.[Na+]>C1(C)C=CC=CC=1.C(N(CC)CC)C>[F:35][C:36]([F:48])([F:49])[C:37]1[CH:43]=[CH:42][C:41]([C:44]([F:46])([F:47])[F:45])=[CH:40][C:38]=1[NH:39][C:27]([NH:22][C:19]1[CH:18]=[CH:17][C:16]([O:15][C:6]2[C:5]3[C:10](=[CH:11][C:12]([O:13][CH3:14])=[C:3]([O:2][CH3:1])[CH:4]=3)[N:9]=[CH:8][CH:7]=2)=[CH:21][CH:20]=1)=[O:33] |f:3.4|. Reported procedure: 6,7-Dimethoxy-4-(4-aminophenoxy)quinoline (50 mg) was dissolved in toluene (5 ml) with heat, after the addition of triethylamine (1 ml), triphosgene (55 mg) was added, and the admixture was refluxed with heat for 3 minutes. 2,5-Bis(trifluoromethyl)aniline (79 mg) was added to the reaction mixture, and the admixture was refluxed with heat for 20 minutes. After the addition of aqueous sodium hydrogen carbonate, the reaction mixture was extracted 2 times with ethyl acetate, and the organic layer wa... Reactants: CC=1N=C2N(C=C(C=C2)C=C)C1C=1SC(=C(N1)C1=CC=CC=C1)C1=NN(C=N1)C1OCCCC1 (2-methyl-3-{4-phenyl-5-[1-(tetrahydro-2H-pyran-2-yl)-1H-1,2,4-triazol-3-yl]-1,3-thiazol-2-yl}-6-vinylimidazo[1,2-a]pyridine), O1CCCC1 (Tetrahydrofuran), I(=O)(=O)(=O)[O-].[Na+] (Sodium metaperiodate). Reagents/catalysts: [Os](=O)(=O)(=O)=O (Osmium tetraoxide). Solvent: O (water), O (Water), O (Water). Run at time 3 day. Yields the product CC=1N=C2N(C=C(C=C2)C=O)C1C=1SC(=C(N1)C1=CC=CC=C1)C1=NN(C=N1)C1OCCCC1 (2-methyl-3-{4-phenyl-5-[1-(tetrahydro-2H-pyran-2-yl)-1H-1,2,4-triazol-3-yl]-1,3-thiazol-2-yl}imidazo[1,2-a]pyridine-6-carbaldehyde). Isolated yield 34.1%. RXN SMILES: [CH3:1][C:2]1[N:3]=[C:4]2[CH:9]=[CH:8][C:7]([CH:10]=C)=[CH:6][N:5]2[C:12]=1[C:13]1[S:14][C:15]([C:24]2[N:28]=[CH:27][N:26]([CH:29]3[CH2:34][CH2:33][CH2:32][CH2:31][O:30]3)[N:25]=2)=[C:16]([C:18]2[CH:23]=[CH:22][CH:21]=[CH:20][CH:19]=2)[N:17]=1.[O:35]1CCCC1.I([O-])(=O)(=O)=O.[Na+]>O.[Os](=O)(=O)(=O)=O>[CH3:1][C:2]1[N:3]=[C:4]2[CH:9]=[CH:8][C:7]([CH:10]=[O:35])=[CH:6][N:5]2[C:12]=1[C:13]1[S:14][C:15]([C:24]2[N:28]=[CH:27][N:26]([CH:29]3[CH2:34][CH2:33][CH2:32][CH2:31][O:30]3)[N:25]=2)=[C:16]([C:18]2[CH:23]=[CH:22][CH:21]=[CH:20][CH:19]=2)[N:17]=1 |f:2.3|. Procedure details: To the solution of 2-methyl-3-{4-phenyl-5-[1-(tetrahydro-2H-pyran-2-yl)-1H-1,2,4-triazol-3-yl]-1,3-thiazol-2-yl}-6-vinylimidazo[1,2-a]pyridine (0.747 g, 1.59 mmol) in Tetrahydrofuran (55 mL, 680 mmol) and Water (16 mL, 890 mmol) was added Sodium metaperiodate (0.852 g, 3.98 mmol), followed by 0.157 M of Osmium tetraoxide in Water (0.53 mL, 0.083 mmol). The solution was stirred at r.t, for 3 days. The mixture was diluted with ˜100 mL of water, filtered to collect the solid product as the first cr...